From a dataset of the Open Reaction Database (ORD), a public repository of structured organic reaction records. describe an organic reaction: reactants, conditions, products, and yield Starting materials: B(Br)(Br)Br (boron tribromide), NC1=C(C(=NC=N1)N[C@@H](C)C1=NN2C(C(N1C1=CC=CC=C1)=O)=C(C=C2)C)C2=CC(=NC(=C2)C(F)(F)F)OC ((S)-2-(1-((6-Amino-5-(2-methoxy-6-(trifluoromethyl)pyridin-4-yl)pyrimidin-4-yl)amino)ethyl)-5-methyl-3-phenylpyrrolo[2,1-f][1,2,4]triazin-4(3H)-one), B(Br)(Br)Br (boron tribromide). Solvent: ClCCl (dichloromethane), ClCCl (dichloromethane). Run at time 8 hour. Yields the product NC1=C(C(=NC=N1)N[C@@H](C)C1=NN2C(C(N1C1=CC=CC=C1)=O)=C(C=C2)C)C2=CC(=NC(=C2)C(F)(F)F)O ((S)-2-(1-((6-Amino-5-(2-hydroxy-6-(trifluoromethyl)pyridin-4-yl)pyrimidin-4-yl)amino)ethyl)-5-methyl-3-phenylpyrrolo[2,1-f][1,2,4]triazin-4(3H)-one). Yield: 21.9%. Reaction SMILES: [NH2:1][C:2]1[N:7]=[CH:6][N:5]=[C:4]([NH:8][C@H:9]([C:11]2[N:16]([C:17]3[CH:22]=[CH:21][CH:20]=[CH:19][CH:18]=3)[C:15](=[O:23])[C:14]3=[C:24]([CH3:27])[CH:25]=[CH:26][N:13]3[N:12]=2)[CH3:10])[C:3]=1[C:28]1[CH:33]=[C:32]([C:34]([F:37])([F:36])[F:35])[N:31]=[C:30]([O:38]C)[CH:29]=1.B(Br)(Br)Br>ClCCl>[NH2:1][C:2]1[N:7]=[CH:6][N:5]=[C:4]([NH:8][C@H:9]([C:11]2[N:16]([C:17]3[CH:22]=[CH:21][CH:20]=[CH:19][CH:18]=3)[C:15](=[O:23])[C:14]3=[C:24]([CH3:27])[CH:25]=[CH:26][N:13]3[N:12]=2)[CH3:10])[C:3]=1[C:28]1[CH:33]=[C:32]([C:34]([F:36])([F:37])[F:35])[N:31]=[C:30]([OH:38])[CH:29]=1. Reported procedure: (S)-2-(1-((6-Amino-5-(2-methoxy-6-(trifluoromethyl)pyridin-4-yl)pyrimidin-4-yl)amino)ethyl)-5-methyl-3-phenylpyrrolo[2,1-f][1,2,4]triazin-4(3H)-one (40 mg, 0.07 mmol) was dissolved in dichloromethane (1 ml). A solution of boron tribromide (1M in dichloromethane, 223 μl, 0.22 mmol) was added dropwise and the reaction mixture was stirred at room temperature overnight. Further boron tribromide (1M in dichloromethane, 223 μl, 0.22 mmol) was added and the reaction mixture stirred at room temperature ... Starting materials: C(C)OC(C1=CC(=C(C=C1)N)N)=O (3,4-diamino-benzoic acid ethyl ester), ClC1=C(C(=CC=C1)Cl)N=C=S (1,3-dichloro-2-thioisocyanato-benzene), CC(N=C=NC(C)C)C (DIC). The solvent is CN(C)C=O (DMF). The product is C(C)OC(=O)C1=CC2=C(NC(=N2)NC2=C(C=CC=C2Cl)Cl)C=C1 (2-(2,6-Dichloro-phenylamino)-1H-benzimidazole-5-carboxylic acid ethyl ester). Reaction SMILES: [CH2:1]([O:3][C:4](=[O:13])[C:5]1[CH:10]=[CH:9][C:8]([NH2:11])=[C:7]([NH2:12])[CH:6]=1)[CH3:2].[Cl:14][C:15]1[CH:20]=[CH:19][CH:18]=[C:17]([Cl:21])[C:16]=1[N:22]=[C:23]=S.CC(C)N=C=NC(C)C>CN(C=O)C>[CH2:1]([O:3][C:4]([C:5]1[CH:10]=[CH:9][C:8]2[NH:11][C:23]([NH:22][C:16]3[C:15]([Cl:14])=[CH:20][CH:19]=[CH:18][C:17]=3[Cl:21])=[N:12][C:7]=2[CH:6]=1)=[O:13])[CH3:2]. Reported procedure: Prepared analogously to example 1c from 3,4-diamino-benzoic acid ethyl ester and 1,3-dichloro-2-thioisocyanato-benzene with DIC in DMF. The product is Nc1c(C=C[N+](=O)[O-])cnn1CCOC(c1ccccc1)(c1ccccc1)c1ccccc1. Reaction SMILES: [CH3:32][C:33](=[O:34])[O-:35].[N+:36](=[O:37])([O-:38])[CH3:39].[NH2:1][c:2]1[c:3]([CH:29]=[O:30])[cH:4][n:5][n:6]1[CH2:7][CH2:8][O:9][C:10]([c:11]1[cH:12][cH:13][cH:14][cH:15][cH:16]1)([c:17]1[cH:18][cH:19][cH:20][cH:21][cH:22]1)[c:23]1[cH:24][cH:25][cH:26][cH:27][cH:28]1.[NH4+:31]>>[NH2:1][c:2]1[c:3]([CH:29]=[CH:39][N+:36](=[O:37])[O-:38])[cH:4][n:5][n:6]1[CH2:7][CH2:8][O:9][C:10]([c:11]1[cH:12][cH:13][cH:14][cH:15][cH:16]1)([c:17]1[cH:18][cH:19][cH:20][cH:21][cH:22]1)[c:23]1[cH:24][cH:25][cH:26][cH:27][cH:28]1. Reactants: CC(=O)[O-], C[N+](=O)[O-], Nc1c(C=O)cnn1CCOC(c1ccccc1)(c1ccccc1)c1ccccc1, [NH4+].